From a dataset of the Open Reaction Database (ORD), a public repository of structured organic reaction records. describe an organic reaction: reactants, conditions, products, and yield The reactants are BrBr (Bromine), ClC1=C(OCC(C(C)(C)OC)=O)C=CC(=C1)Cl (1-(2,4-dichlorophenoxy)-3-methoxy-3-methyl-2-butanone), S([O-])(O)=O.[Na+] (sodium bisulfite). Run in C(C)OCC (diethyl ether). Reaction conditions: time 30 minute. Product: BrC(C(C(C)(C)OC)=O)OC1=C(C=C(C=C1)Cl)Cl (1-bromo-1-(2,4-dichlorophenoxy)-3-methoxy-3-methyl-2-butanone). Isolated yield 98.9%. RXN SMILES: [Br:1]Br.[Cl:3][C:4]1[CH:18]=[C:17]([Cl:19])[CH:16]=[CH:15][C:5]=1[O:6][CH2:7][C:8](=[O:14])[C:9]([O:12][CH3:13])([CH3:11])[CH3:10].S(=O)(O)[O-].[Na+]>C(OCC)C>[Br:1][CH:7]([O:6][C:5]1[CH:15]=[CH:16][C:17]([Cl:19])=[CH:18][C:4]=1[Cl:3])[C:8](=[O:14])[C:9]([O:12][CH3:13])([CH3:11])[CH3:10] |f:2.3|. Reported procedure: Bromine (10.73 g, 0.067 mole) was slowly added to a stirred solution of 18.6 g (0.067 mole) of 1-(2,4-dichlorophenoxy)-3-methoxy-3-methyl-2-butanone in 350 ml diethyl ether containing 0.2 g aluminum chloride at about 3° C. After the addition, the mixture was stirred an additional 30 minutes, then poured into aqueous sodium bisulfite. The organic layer was separated, extracted with sodium bicarbonate solution, dried using MgSO4, and the solvent evaporated. There was thus obtained 23.6 g (99% yiel... Starting materials: C(C)(C)[N-]C(C)C.[Li+] (lithium diisopropylamide), C(C1=CC=CC=C1)N1CC(C(CC1)=O)C1=CC(=CC=C1)Cl (1-benzyl-3-(3-chlorophenyl)-4-piperidone), CI (methyl iodide). Solvent: C1CCOC1 (THF), C1CCOC1 (THF). Reaction conditions: time 15 minute. The product is C(C1=CC=CC=C1)N1CC(C(CC1)=O)(C)C1=CC(=CC=C1)Cl (1-Benzyl-3-(3-chlorophenyl)-3-methyl-4-piperidone). Reaction SMILES: [CH2:1]([N:8]1[CH2:13][CH2:12][C:11](=[O:14])[CH:10]([C:15]2[CH:20]=[CH:19][CH:18]=[C:17]([Cl:21])[CH:16]=2)[CH2:9]1)[C:2]1[CH:7]=[CH:6][CH:5]=[CH:4][CH:3]=1.[CH:22]([N-]C(C)C)(C)C.[Li+].CI>C1COCC1>[CH2:1]([N:8]1[CH2:13][CH2:12][C:11](=[O:14])[C:10]([C:15]2[CH:20]=[CH:19][CH:18]=[C:17]([Cl:21])[CH:16]=2)([CH3:22])[CH2:9]1)[C:2]1[CH:3]=[CH:4][CH:5]=[CH:6][CH:7]=1 |f:1.2|. Procedure details: A solution of 1-benzyl-3-(3-chlorophenyl)-4-piperidone (75 mmol) in anhydrous THF (250 mL) is cooled to −30° C., then treated with a solution of freshly prepared lithium diisopropylamide (2.0 M in THF/heptane, 45 mL). After stirring for 15 min, a solution of methyl iodide (80 mmol) in THF (40 mL) is rapidly added. The mixture is then stirred for 1 hour at −30° C., warmed quickly to room temperature, and quenched with a saturated aqueous solution of ammonium chloride. The organic layer is collect...